describe an organic reaction: reactants, conditions, products, and yield From a dataset of the Open Reaction Database (ORD), a public repository of structured organic reaction records. Reactants: Cl (hydrochloric acid), O1C(CCCC1)OC(CCCN)CCCCC (4-(2-tetrahydropyranyloxy)-nonylamine), [O-]C#N.[K+] (potassium cyanate). Solvent: O (water). Product: OC(CCCNC(=O)N)CCCCC (4-hydroxynonylurea). As a reaction SMILES: O1CCCCC1[O:7][CH:8]([CH2:13][CH2:14][CH2:15][CH2:16][CH3:17])[CH2:9][CH2:10][CH2:11][NH2:12].Cl.[O-:19][C:20]#[N:21].[K+]>O>[OH:7][CH:8]([CH2:13][CH2:14][CH2:15][CH2:16][CH3:17])[CH2:9][CH2:10][CH2:11][NH:12][C:20]([NH2:21])=[O:19] |f:2.3|. Procedure details: To a stirred suspension of 4-(2-tetrahydropyranyloxy)-nonylamine (4.8 g., 0.02 mole) in water (75 ml.) is added just enough 10% hydrochloric acid to effect solution. Then potassium cyanate (1.62 g., 0.02 mole) is added and the reaction is heated gently on the steam bath for one hour, during which time an oil separates. The reaction mixture is cooled and extracted with ether (2 × 75 ml.). The ether is dried over sodium sulfate then concentrated in vacuo to give 4-hydroxynonylurea as a residual oi...